Dataset: the Open Reaction Database (ORD), a public repository of structured organic reaction records. Task: describe an organic reaction: reactants, conditions, products, and yield The reactants are (1R,2R)—RuCl(TsDPEN)(p-cymene), C1(CCCCC1)COC1=CC=C(S1)C(CC#N)=O (3-(5-(cyclohexylmethoxy)thiophen-2-yl)-3-oxopropanenitrile), [NH4+].[Cl-] (NH4Cl). Solvent: C(=O)O.CCN(CC)CC (HCOOH Et3N). Reaction conditions: time 24 hour. The product is C1(CCCCC1)COC1=CC=C(S1)[C@@H](CC#N)O ((R)-3-(5-(cyclohexylmethoxy)thiophen-2-yl)-3-hydroxypropanenitrile). As a reaction SMILES: [CH:1]1([CH2:7][O:8][C:9]2[S:13][C:12]([C:14](=[O:18])[CH2:15][C:16]#[N:17])=[CH:11][CH:10]=2)[CH2:6][CH2:5][CH2:4][CH2:3][CH2:2]1.[NH4+].[Cl-]>C(O)=O.CCN(CC)CC>[CH:1]1([CH2:7][O:8][C:9]2[S:13][C:12]([C@H:14]([OH:18])[CH2:15][C:16]#[N:17])=[CH:11][CH:10]=2)[CH2:2][CH2:3][CH2:4][CH2:5][CH2:6]1 |f:1.2,3.4|. Procedure: (1R,2R)—RuCl(TsDPEN)(p-cymene) (6.3 mg, 0.01 mmol) was added to a degassed solution of 3-(5-(cyclohexylmethoxy)thiophen-2-yl)-3-oxopropanenitrile (4) (0.27 g, 1.03 mmol) in HCOOH:Et3N (1:1, 4.0 M in EtOH) and the reaction mixture was stirred at room temperature for 24 hrs. Aqueous NH4Cl (25%) was added and the mixture was extracted twice with MTBE. Combined organic layers were washed with brine and concentrated under reduced pressure. Purification by flash chromatography gave (R)-3-(5-(cyclohexy... Reactants: CC(=O)O[BH-](OC(C)=O)OC(C)=O, CCOCC, CCN(C(C)C)C(C)C, ClCCl, Cc1cc(F)c2[nH]c(=O)n(C3CCNCC3)c2c1, [Na+], O=C1CCOCC1. The product is Cc1cc(F)c2[nH]c(=O)n(C3CCN(C4CCOCC4)CC3)c2c1. As a reaction SMILES: [C:35]([O:36][BH-:37]([O:38][C:39](=[O:40])[CH3:41])[O:42][C:43](=[O:44])[CH3:45])(=[O:46])[CH3:47].[CH3:52][CH2:53][O:54][CH2:55][CH3:56].[CH:19]([N:20]([CH:21]([CH3:22])[CH3:23])[CH2:24][CH3:25])([CH3:26])[CH3:27].[Cl:49][CH2:50][Cl:51].[F:1][c:2]1[cH:3][c:4]([CH3:18])[cH:5][c:6]2[n:7]([CH:12]3[CH2:13][CH2:14][NH:15][CH2:16][CH2:17]3)[c:8](=[O:11])[nH:9][c:10]12.[Na+:48].[O:28]1[CH2:29][CH2:30][C:31](=[O:34])[CH2:32][CH2:33]1>>[F:1][c:2]1[cH:3][c:4]([CH3:18])[cH:5][c:6]2[n:7]([CH:12]3[CH2:13][CH2:14][N:15]([CH:31]4[CH2:30][CH2:29][O:28][CH2:33][CH2:32]4)[CH2:16][CH2:17]3)[c:8](=[O:11])[nH:9][c:10]12. The reactants are CC(CC(=O)Cl)C (3-Methyl-butyryl chloride), C(C)(C)(C)OC(CN1C(=NC2=C1C=CC(=C2)NCC2=CC=CC=C2)CCC)=O ((5-benzylamino-2-propyl-benzoimidazol-1-yl)-acetic acid tert-butyl ester), CCN(C(C)C)C(C)C (DIEA). The reagents and catalysts are CN(C)C=1C=CN=CC1 (DMAP). The solvent is C(Cl)Cl (CH2Cl2), Cl (HCl). Reaction conditions: time 8 hour. Yields the product C(C)(C)(C)OC(CN1C(=NC2=C1C=CC(=C2)N(C(CC(C)C)=O)CC2=CC=CC=C2)CCC)=O ({5-[Benzyl-(3-methyl-butyryl)-amino]-2-propyl-benzoimidazol-1-yl}-acetic acid tert-butyl ester). Reaction SMILES: [CH3:1][CH:2]([CH3:7])[CH2:3][C:4](Cl)=[O:5].[C:8]([O:12][C:13](=[O:35])[CH2:14][N:15]1[C:19]2[CH:20]=[CH:21][C:22]([NH:24][CH2:25][C:26]3[CH:31]=[CH:30][CH:29]=[CH:28][CH:27]=3)=[CH:23][C:18]=2[N:17]=[C:16]1[CH2:32][CH2:33][CH3:34])([CH3:11])([CH3:10])[CH3:9].CCN(C(C)C)C(C)C>CN(C1C=CN=CC=1)C.C(Cl)Cl.Cl>[C:8]([O:12][C:13](=[O:35])[CH2:14][N:15]1[C:19]2[CH:20]=[CH:21][C:22]([N:24]([CH2:25][C:26]3[CH:27]=[CH:28][CH:29]=[CH:30][CH:31]=3)[C:4](=[O:5])[CH2:3][CH:2]([CH3:7])[CH3:1])=[CH:23][C:18]=2[N:17]=[C:16]1[CH2:32][CH2:33][CH3:34])([CH3:11])([CH3:10])[CH3:9]. Procedure: 3-Methyl-butyryl chloride (44 μL, 0.36 mmol) was added to a solution of (5-benzylamino-2-propyl-benzoimidazol-1-yl)-acetic acid tert-butyl ester (45 mg, 0.12 mmol), DIEA (41 μL, 0.24 mmol) and DMAP (15 mg, 0.12 mmol) in CH2Cl2 (1 mL), and stirred overnight at room temperature. The reaction solution was diluted with aqueous HCl (1.0 M) and filtered through an Extrelut column. The Extrelut column was washed with CH2Cl2, and the filtrate was concentrated to afford the subtitle compound that was use... The reactants are C[O-], CCO, O=[N+]([O-])c1ccc(O)cc1, [Na+], CC(C)C(Br)c1ccccc1. Yields the product CC(C)C(Oc1ccc([N+](=O)[O-])cc1)c1ccccc1. Reaction SMILES: [CH3:22][O-:23].[CH3:25][CH2:26][OH:27].[N+:12](=[O:13])([O-:14])[c:15]1[cH:16][cH:17][c:18]([OH:21])[cH:19][cH:20]1.[Na+:24].[c:1]1([CH:7]([CH:8]([CH3:9])[CH3:10])[Br:11])[cH:2][cH:3][cH:4][cH:5][cH:6]1>>[c:1]1([CH:7]([CH:8]([CH3:9])[CH3:10])[O:21][c:18]2[cH:17][cH:16][c:15]([N+:12](=[O:13])[O-:14])[cH:20][cH:19]2)[cH:2][cH:3][cH:4][cH:5][cH:6]1.